From a dataset of the Open Reaction Database (ORD), a public repository of structured organic reaction records. describe an organic reaction: reactants, conditions, products, and yield Starting materials: C(CCC)[B-](C1=CC=CC=C1)(C1=CC=CC=C1)C1=CC=CC=C1.[Li+] (lithium n-butyltriphenylborate), Cl(=O)(=O)(=O)[O-].C1(=CC=CC=C1)[S+](CC(=O)C1=CC=CC=C1)C1=CC=CC=C1 (diphenylphenacylsulfonium perchlorate), O (water), resultant mixture. Solvent: C(C)#N (acetonitrile), C(C)#N (acetonitrile). Product: C1(=CC=CC=C1)[S+](CC(=O)C1=CC=CC=C1)C1=CC=CC=C1.C(CCC)[B-](C1=CC=CC=C1)(C1=CC=CC=C1)C1=CC=CC=C1 (diphenylphenacylsulfonium n-butyltriphenylborate). As a reaction SMILES: [CH2:1]([B-:5]([C:18]1[CH:23]=[CH:22][CH:21]=[CH:20][CH:19]=1)([C:12]1[CH:17]=[CH:16][CH:15]=[CH:14][CH:13]=1)[C:6]1[CH:11]=[CH:10][CH:9]=[CH:8][CH:7]=1)[CH2:2][CH2:3][CH3:4].[Li+].Cl([O-])(=O)(=O)=O.[C:30]1([S+:36]([C:46]2[CH:51]=[CH:50][CH:49]=[CH:48][CH:47]=2)[CH2:37][C:38]([C:40]2[CH:45]=[CH:44][CH:43]=[CH:42][CH:41]=2)=[O:39])[CH:35]=[CH:34][CH:33]=[CH:32][CH:31]=1.O>C(#N)C>[C:46]1([S+:36]([C:30]2[CH:35]=[CH:34][CH:33]=[CH:32][CH:31]=2)[CH2:37][C:38]([C:40]2[CH:41]=[CH:42][CH:43]=[CH:44][CH:45]=2)=[O:39])[CH:47]=[CH:48][CH:49]=[CH:50][CH:51]=1.[CH2:1]([B-:5]([C:18]1[CH:23]=[CH:22][CH:21]=[CH:20][CH:19]=1)([C:6]1[CH:7]=[CH:8][CH:9]=[CH:10][CH:11]=1)[C:12]1[CH:17]=[CH:16][CH:15]=[CH:14][CH:13]=1)[CH2:2][CH2:3][CH3:4] |f:0.1,2.3,6.7|. Procedure details: A solution of 5.03 g of lithium n-butyltriphenylborate in 50 ml of acetonitrile was added to a solution of 6.65 g of diphenylphenacylsulfonium perchlorate in 100 ml of acetonitrile, and the resultant mixture was stirred at room temperature for 30 minutes. Then, 200 ml of water was added. The resultant precipitate of a yellow oily component was recovered, and 100 ml of dichloromethane was added. The dichloromethane layer was washed with water, dried and concentrated to give 3.67 of diphenylphenac...